From a dataset of the Open Reaction Database (ORD), a public repository of structured organic reaction records. describe an organic reaction: reactants, conditions, products, and yield The reactants are O1[C@H]2[C@@H]1CC1CC[C@H]3[C@@H]4CCC([C@@]4(C)CC[C@@H]3[C@]1(C2)C)=O ((2α,3α)-2,3-epoxyandrostan-17-one), O (water), N1CCNCC1 (piperazine). Solvent: ClCCl (dichloromethane). Conditions: temperature 150 celsius. The product is O[C@H]1CC2CC[C@H]3[C@@H]4CCC([C@@]4(C)CC[C@@H]3[C@]2(C[C@@H]1N1CCNCC1)C)=O ((2β,3α)-3-hydroxy-2-(piperazin-1-yl)androstan-17-one). Yield: 64.5%. As a reaction SMILES: [O:1]1[C@H:3]2[CH2:4][CH:5]3[C@:18]([CH3:20])([CH2:19][C@@H:2]12)[C@@H:17]1[C@H:8]([C@H:9]2[C@@:13]([CH2:15][CH2:16]1)([CH3:14])[C:12](=[O:21])[CH2:11][CH2:10]2)[CH2:7][CH2:6]3.O.[NH:23]1[CH2:28][CH2:27][NH:26][CH2:25][CH2:24]1>ClCCl>[OH:1][C@@H:3]1[C@@H:2]([N:23]2[CH2:28][CH2:27][NH:26][CH2:25][CH2:24]2)[CH2:19][C@@:18]2([CH3:20])[CH:5]([CH2:6][CH2:7][C@@H:8]3[C@@H:17]2[CH2:16][CH2:15][C@@:13]2([CH3:14])[C@H:9]3[CH2:10][CH2:11][C:12]2=[O:21])[CH2:4]1. Procedure details: To compound 22 (202 mg, 0.70 mmol) was added water (1 mL) and piperazine (3.5 g, 41 mmol). The solution was subsequently heated at 150° C. over a period of 24 h. The resulting mixture was diluted with dichloromethane (50 mL) and washed with water, dried with Na2SO4, filtered and evaporated under reduced pressure. The crude compound was purified by flash chromatography (DCM/MeOH: 9:1 containing 0.5% of TEA) to yield compound 23 (169 mg, 65%). 1H NMR (CDCl3) δ: 0.87 (s, 18-CH3 and 19-CH3), 0.73-2....